Task: describe an organic reaction: reactants, conditions, products, and yield. Dataset: the Open Reaction Database (ORD), a public repository of structured organic reaction records Reactants: COC(C1=CC(=CC=C1)NC(=O)NC1=CC=C(C=C1)C(NCC1=CC=C(C=C1)S(N)(=O)=O)=O)=N (3-{3-[4-(4-Sulfamoylbenzylcarbamoyl)-phenyl]-ureido}-benzimidic acid methyl ester), N (ammonia). Product: C(N)(=N)C=1C=C(C=CC1)NC(NC1=CC=C(C(=O)NCC2=CC=C(C=C2)S(N)(=O)=O)C=C1)=O (4-[3-(3-carbamimidoylphenyl)-ureido]-N-(4-sulfamoylbenzyl)-benzamide). As a reaction SMILES: CO[C:3](=[NH:34])[C:4]1[CH:9]=[CH:8][CH:7]=[C:6]([NH:10][C:11]([NH:13][C:14]2[CH:19]=[CH:18][C:17]([C:20](=[O:33])[NH:21][CH2:22][C:23]3[CH:28]=[CH:27][C:26]([S:29](=[O:32])(=[O:31])[NH2:30])=[CH:25][CH:24]=3)=[CH:16][CH:15]=2)=[O:12])[CH:5]=1.[NH3:35]>>[C:3]([C:4]1[CH:5]=[C:6]([NH:10][C:11](=[O:12])[NH:13][C:14]2[CH:15]=[CH:16][C:17]([C:20]([NH:21][CH2:22][C:23]3[CH:28]=[CH:27][C:26]([S:29](=[O:32])(=[O:31])[NH2:30])=[CH:25][CH:24]=3)=[O:33])=[CH:18][CH:19]=2)[CH:7]=[CH:8][CH:9]=1)(=[NH:34])[NH2:35]. Reported procedure: 3-{3-[4-(4-Sulfamoylbenzylcarbamoyl)-phenyl]-ureido}-benzimidic acid methyl ester (370 mg) was dissolved in methanolic ammonia solution (5 ml, 7 M) and refluxed for 4 h. The mixture was filtered, the filtrate concentrated in vacuo and diethylether was added. The resulting precipitate (300 mg) was filtered off. 100 mg were suspended in ethyl acetate/methanol/ammonia, filtered off, washed with ethyl acetate and ether and dried in vacuo to yield 60 mg of 4-[3-(3-carbamimidoylphenyl)-ureido]-N-(4-su... Starting materials: BrB(Br)Br, CCOc1ccc(-n2c(C)c(C(C)=O)c(C(C)=O)c2C)c(OC)c1, ClCCl. Product: COc1cc(O)ccc1-n1c(C)c(C(C)=O)c(C(C)=O)c1C. RXN SMILES: [B:25]([Br:26])([Br:27])[Br:28].[C:1]([CH3:2])(=[O:3])[c:4]1[c:5]([C:22]([CH3:23])=[O:24])[c:6]([CH3:21])[n:7](-[c:10]2[c:11]([O:19][CH3:20])[cH:12][c:13]([O:16][CH2:17][CH3:18])[cH:14][cH:15]2)[c:8]1[CH3:9].[Cl:29][CH2:30][Cl:31]>>[C:1]([CH3:2])(=[O:3])[c:4]1[c:5]([C:22]([CH3:23])=[O:24])[c:6]([CH3:21])[n:7](-[c:10]2[c:11]([O:19][CH3:20])[cH:12][c:13]([OH:16])[cH:14][cH:15]2)[c:8]1[CH3:9]. Reactants: [F-].[K+] (potassium fluoride), CCN(C(C)C)C(C)C (DIPEA), ClC=1C=C(C=CC1)S(=O)(=O)Cl (3-chlorobenzenesulfonyl chloride), CC1(NC(C=CC1)(C)C)C (2,6-dimethyllutidine), FC(S(=O)(=O)O[Si](C)(C)C(C)(C)C)(F)F (tert-butyldimethylsilyl trifluoromethanesulfonate), C(=O)(OC(C)(C)C)N1[C@](C(=O)OC)(C[C@@H](C1)O)C (N-BOC-4(S)-hydroxy-2-methyl-(L)-proline, methyl ester), [Si](C)(C)(C(C)(C)C)Cl (tert-butyldimethylsilyl chloride), N1C=NC=C1 (imidazole). Reagents/catalysts: CN(C)C=1C=CN=CC1 (4-DMAP). Run in O (water), CN(C)C=O (DMF). Conditions: time 2 hour. Yields the product [Si](C)(C)(C(C)(C)C)O[Si](C)(C)C(C)(C)C (tert-butyldimethylsilyl ether), title compound. RXN SMILES: C(N1C[C@@H](O)C[C@@]1(C)C(OC)=O)(OC(C)(C)C)=O.[Si:19](Cl)([C:22]([CH3:25])([CH3:24])[CH3:23])([CH3:21])[CH3:20].N1C=CN=C1.CC1(C)CC=CC(C)(C)N1.FC(F)(F)S([O:47][Si:48]([C:51]([CH3:54])([CH3:53])[CH3:52])([CH3:50])[CH3:49])(=O)=O.[F-].[K+].CCN(C(C)C)C(C)C.ClC1C=C(S(Cl)(=O)=O)C=CC=1>CN(C=O)C.O.CN(C1C=CN=CC=1)C>[Si:19]([O:47][Si:48]([C:51]([CH3:54])([CH3:53])[CH3:52])([CH3:50])[CH3:49])([C:22]([CH3:25])([CH3:24])[CH3:23])([CH3:21])[CH3:20] |f:5.6|. Procedure details: A solution of N-BOC-4(S)-hydroxy-2-methyl-(L)-proline, methyl ester (Step A, 2.2 g, 8.5 mmol), tert-butyldimethylsilyl chloride (1.8 g, 12 mmol), and imidazole (1.1 g, 17 mmol) in 40 mL of anhydrous DMF was stirred at rt overnight. The reaction mixture was partitioned between Et2O and water, and the product was extracted with Et2O (2×200 mL). The combined extracts were dried with anhydrous MgSO4, filtered and concentrated in vacuo. The residue was dissolved in anhydrous CH2Cl2 (15 mL), and was a...